describe an organic reaction: reactants, conditions, products, and yield From a dataset of the Open Reaction Database (ORD), a public repository of structured organic reaction records. The reactants are Cc1c(C(=O)O)oc2cccc(-c3cccc([N+](=O)[O-])c3)c12, COC(=O)C(NS(=O)(=O)c1ccc(-c2ccc(N)cc2)cc1)C(C)C, O=C(Cl)C(=O)Cl, CN(C)C=O, c1ccncc1. Yields the product COC(=O)C(NS(=O)(=O)c1ccc(-c2ccc(NC(=O)c3oc4cccc(-c5cccc([N+](=O)[O-])c5)c4c3C)cc2)cc1)C(C)C. Reaction SMILES: [CH3:1][c:2]1[c:3]([C:20](=[O:21])[OH:22])[o:4][c:5]2[c:6]1[c:7](-[c:11]1[cH:12][c:13]([N+:17](=[O:18])[O-:19])[cH:14][cH:15][cH:16]1)[cH:8][cH:9][cH:10]2.[CH3:34][O:35][C:36]([CH:37]([CH:38]([CH3:39])[CH3:40])[NH:41][S:42](=[O:43])(=[O:44])[c:45]1[cH:46][cH:47][c:48](-[c:51]2[cH:52][cH:53][c:54]([NH2:57])[cH:55][cH:56]2)[cH:49][cH:50]1)=[O:58].[Cl:23][C:24]([C:25]([Cl:26])=[O:27])=[O:28].[O:29]=[CH:30][N:31]([CH3:32])[CH3:33].[cH:59]1[cH:60][cH:61][n:62][cH:63][cH:64]1>>[CH3:1][c:2]1[c:3]([C:20](=[O:21])[NH:57][c:54]2[cH:53][cH:52][c:51](-[c:48]3[cH:47][cH:46][c:45]([S:42]([NH:41][CH:37]([C:36]([O:35][CH3:34])=[O:58])[CH:38]([CH3:39])[CH3:40])(=[O:43])=[O:44])[cH:50][cH:49]3)[cH:56][cH:55]2)[o:4][c:5]2[c:6]1[c:7](-[c:11]1[cH:12][c:13]([N+:17](=[O:18])[O-:19])[cH:14][cH:15][cH:16]1)[cH:8][cH:9][cH:10]2. Reactants: ((9-(2-morpholino-2-oxoethyl)-9H-pyrido[3,4-b]indol-1-yl)methyl)(5,6,7,8-tetrahydroquinolin-8-yl)-(4-(Bis-N-tertbutoxycarbonyl)amino)butylcarbamate, NCCCCN([C@H]1CCCC=2C=CC=NC12)CC1=NC=CC2=C1N(C1=CC=CC=C21)CC(=O)N2CCOCC2 ((S)-2-(1-(((4-aminobutyl)(5,6,7,8-tetrahydroquinolin-8-yl)amino)methyl)-9H-pyrido[3,4-b]indol-9-yl)-1-morpholinoethanone), [OH-].[Na+] (NaOH), O (H2O), FC(C(=O)O)(F)F (trifluoroacetic acid). The solvent is ClCCl (dichloromethane). Reaction conditions: time 2 hour. Yields the product O1CCN(CC1)C(CN1C2=C(C3=CC=CC=C13)C=CN=C2C=O)=O (9-(2-morpholino-2-oxoethyl)-9H-pyrido[3,4-b]indole-1-carbaldehyde). RXN SMILES: NCCCCN([CH2:17][C:18]1[C:23]2[N:24]([CH2:31][C:32]([N:34]3[CH2:39][CH2:38][O:37][CH2:36][CH2:35]3)=[O:33])[C:25]3[C:30]([C:22]=2[CH:21]=[CH:20][N:19]=1)=[CH:29][CH:28]=[CH:27][CH:26]=3)[C@@H]1C2N=CC=CC=2CCC1.FC(F)(F)C(O)=[O:43].[OH-].[Na+].O>ClCCl>[O:37]1[CH2:38][CH2:39][N:34]([C:32](=[O:33])[CH2:31][N:24]2[C:25]3[C:30](=[CH:29][CH:28]=[CH:27][CH:26]=3)[C:22]3[CH:21]=[CH:20][N:19]=[C:18]([CH:17]=[O:43])[C:23]2=3)[CH2:35][CH2:36]1 |f:2.3|. Reported procedure: 4.00 mmol of cesium carbonate was added to the solution of 2.00 mmol of carboline aldehyde in 20 ml DMF. After stirring 1 hour at room temperature 3.00 mmol of N-(chloroacetyl)morpholine was added to the reaction mixture. The reaction mixture was heated to 65° C. for 24 hours and then poured to ice-water. The precipitate was filtered off, and washed with water and dried. The product was pure enough to use for the next step (75% yield). ESI+ MS: m/z (rel intensity) 324.10 (100, [M+H]+). 1H-NMR (4... Starting materials: N([C@@H](CCCNC(N[N+](=O)[O-])=N)C(=O)N1[C@H](C(=O)N[C@@H](CC2=CC=CC=C2)C(=O)N[C@@H](CC2=CC=CC=C2)C(=O)N[C@@H](CC2=CC=C(C=C2)O)C(=O)N)CCC1)C(=O)OCC1=CC=CC=C1 (Z-Arg(NO2)-Pro-Phe-Phe-Tyr-NH2), N[C@@H](CCCNC(N)=N)C(=O)O (Arg), peptide, N[C@@H](CC1=CC=CC=C1)C(=O)O (Phe), white fluffy product, Amino acid, Cl (HCl), N[C@@H](CC1=CC=C(C=C1)O)C(=O)O (Tyr). Reagents/catalysts: [Pd] (Pd). The solvent is O (water), C(C)(=O)O (acetic acid). The product is N[C@@H](CCCNC(N)=N)C(=O)N1[C@H](C(=O)N[C@@H](CC2=CC=CC=C2)C(=O)N[C@@H](CC2=CC=CC=C2)C(=O)N[C@@H](CC2=CC=C(C=C2)O)C(=O)N)CCC1 (Arg-Pro-Phe-Phe-Tyr-NH2). RXN SMILES: [NH:1](C(OCC1C=CC=CC=1)=O)[C@H:2]([C:13]([N:15]1[CH2:56][CH2:55][CH2:54][C@H:16]1[C:17]([NH:19][C@H:20]([C:28]([NH:30][C@H:31]([C:39]([NH:41][C@H:42]([C:51]([NH2:53])=[O:52])[CH2:43][C:44]1[CH:49]=[CH:48][C:47]([OH:50])=[CH:46][CH:45]=1)=[O:40])[CH2:32][C:33]1[CH:38]=[CH:37][CH:36]=[CH:35][CH:34]=1)=[O:29])[CH2:21][C:22]1[CH:27]=[CH:26][CH:25]=[CH:24][CH:23]=1)=[O:18])=[O:14])[CH2:3][CH2:4][CH2:5][NH:6][C:7](=[NH:12])[NH:8][N+]([O-])=O.Cl.N[C@H](C(O)=O)CCCNC(=N)N.N[C@H](C(O)=O)CC1C=CC(O)=CC=1.N[C@H](C(O)=O)CC1C=CC=CC=1>[Pd].O.C(O)(=O)C>[NH2:1][C@H:2]([C:13]([N:15]1[CH2:56][CH2:55][CH2:54][C@H:16]1[C:17]([NH:19][C@H:20]([C:28]([NH:30][C@H:31]([C:39]([NH:41][C@H:42]([C:51]([NH2:53])=[O:52])[CH2:43][C:44]1[CH:49]=[CH:48][C:47]([OH:50])=[CH:46][CH:45]=1)=[O:40])[CH2:32][C:33]1[CH:34]=[CH:35][CH:36]=[CH:37][CH:38]=1)=[O:29])[CH2:21][C:22]1[CH:23]=[CH:24][CH:25]=[CH:26][CH:27]=1)=[O:18])=[O:14])[CH2:3][CH2:4][CH2:5][NH:6][C:7](=[NH:8])[NH2:12]. Procedure: In 30 ml. of acetic acid was dissolved 500 mg. of Z-Arg(NO2)-Pro-Phe-Phe-Tyr-NH2, and catalytic reduction was carried out with Pd-black as a catalyst for 20 hours. The catalyst was filtered off and the filtrate was concentrated to dryness under reduced pressure. The residue was dissolved in 50 ml. of water and, after the small amounts of insolubles were filtered off, the filtrate was lyophilized. The product was dissolved in 5 ml. of water and the solution was applied on a column (1.8 × 9 cm) of... The reactants are N[C@@H](C(C)C)C(=O)O (Val), Amino Acid, N[C@@H]([C@H](O)C)C(=O)O (Thr), peptide, NCC(=O)O (Gly), N[C@@H]([C@@H](C)CC)C(=O)O (Ile), N[C@@H](CC1=CNC2=CC=CC=C12)C(=O)O (Trp). Yields the product NCC(=O)NCC(=O)N[C@@H]([C@@H](C)CC)C(=O)N[C@@H](CC1=CNC2=CC=CC=C12)C(=O)N[C@@H]([C@H](O)C)C(=O)N[C@@H](CC1=CNC2=CC=CC=C12)C(=O)N[C@@H](C(C)C)C(=O)O (Glycyl-glycyl-isoleucyl-tryptophyl-threonyl-tryptophyl-valine). Reaction SMILES: [NH2:1][CH2:2][C:3]([OH:5])=O.[NH2:6][C@H:7]([C:12]([OH:14])=O)[C@H:8]([CH2:10][CH3:11])[CH3:9].[NH2:15][C@H:16]([C:20]([OH:22])=O)[C@@H:17]([CH3:19])[OH:18].[NH2:23][C@H:24]([C:28]([OH:30])=[O:29])[CH:25]([CH3:27])[CH3:26].[NH2:31][C@H:32]([C:43]([OH:45])=O)[CH2:33][C:34]1[C:42]2[C:37](=[CH:38][CH:39]=[CH:40][CH:41]=2)[NH:36][CH:35]=1>>[NH2:1][CH2:2][C:3]([NH:31][CH2:32][C:43]([NH:6][C@H:7]([C:12]([NH:31][C@H:32]([C:43]([NH:15][C@H:16]([C:20]([NH:1][C@H:2]([C:3]([NH:23][C@H:24]([C:28]([OH:30])=[O:29])[CH:25]([CH3:27])[CH3:26])=[O:5])[CH2:33][C:34]1[C:42]2[C:37](=[CH:38][CH:39]=[CH:40][CH:41]=2)[NH:36][CH:35]=1)=[O:22])[C@@H:17]([CH3:19])[OH:18])=[O:45])[CH2:33][C:34]1[C:42]2[C:37](=[CH:38][CH:39]=[CH:40][CH:41]=2)[NH:36][CH:35]=1)=[O:14])[C@H:8]([CH2:10][CH3:11])[CH3:9])=[O:45])=[O:5]. Reported procedure: 655 mg of the peptide-resin was treated with 1 mL of anisole and 10 mL of HF for one hour at 0° to 4° C. The HF was removed by nitrogen stream and the resultant solids were triturated with diethyl ether (30 mL). The solids were collected by filtration, washed with diethyl ether (3 ×10 mL) and then extracted with 70% acetic acid (3×10 mL). The extracts were combined and lyophilized to yield 128 mg of crude peptide. 84 mg of the crude peptide had the Trp residues deformylated by dissolution in 2% ... Reactants: CCCCCBr, [K+], [Na+], [OH-], [OH-], O, CC(=O)CCc1ccc(O)cc1. Product: CCCCCOc1ccc(CCC(C)=O)cc1. Reaction SMILES: [Br:15][CH2:16][CH2:17][CH2:18][CH2:19][CH3:20].[K+:14].[Na+:22].[OH-:13].[OH-:21].[OH2:23].[OH:1][c:2]1[cH:3][cH:4][c:5]([CH2:8][CH2:9][C:10]([CH3:11])=[O:12])[cH:6][cH:7]1>>[O:1]([c:2]1[cH:3][cH:4][c:5]([CH2:8][CH2:9][C:10]([CH3:11])=[O:12])[cH:6][cH:7]1)[CH2:16][CH2:17][CH2:18][CH2:19][CH3:20]. Reactants: S(O)(O)(=O)=O (sulfuric acid), N (ammonia), ClC1=C(C(=CC=C1)Cl)C(C(=O)N)NC=1C(NC=CC1)=O (2,6-dichloro-α-[(1,2-dihydro-2-oxo-3-pyridinyl)amino]benzeneacetamide), ice water. Conditions: time 8 hour. The product is NC(C(=O)N)C1=C(C=CC=C1Cl)Cl ((±)-α-amino-2,6-dichlorobenzeneacetamide). Isolated yield 83.6%. As a reaction SMILES: S(=O)(=O)(O)O.[Cl:6][C:7]1[CH:12]=[CH:11][CH:10]=[C:9]([Cl:13])[C:8]=1[CH:14]([NH:18]C1C(=O)NC=CC=1)[C:15]([NH2:17])=[O:16].N>>[NH2:18][CH:14]([C:8]1[C:9]([Cl:13])=[CH:10][CH:11]=[CH:12][C:7]=1[Cl:6])[C:15]([NH2:17])=[O:16]. Reported procedure: To a stirred and cooled amount of 450 g of concentrated sulfuric acid there were added 23 g of intermediate (2). Stirring was continued overnight at room temperature. The reaction mixture was poured into 2000 g of ice-water and the whole was basified with ammonia. The product was extracted with trichloromethane and the extract was dried, filtered and evaporated. The residue was crystallized from 240 g of 2-propanol at -20° C. The product was filtered off, washed with 2-propanol and petroleumethe... Starting materials: Br, N#CNC(=O)c1ccccc1, CN(C)C=O, Cl, N=C(N)Nc1nc(-c2cccc(N)c2)cs1, [Na+], [OH-], O. Product: N=C(N)Nc1nc(-c2cccc(NC(N)=NC(=O)c3ccccc3)c2)cs1. As a reaction SMILES: [BrH:1].[C:19]([c:20]1[cH:21][cH:22][cH:23][cH:24][cH:25]1)(=[O:26])[NH:27][C:28]#[N:29].[CH3:32][N:33]([CH3:34])[CH:35]=[O:36].[ClH:2].[NH:3]([C:4](=[NH:5])[NH2:6])[c:7]1[s:8][cH:9][c:10](-[c:12]2[cH:13][c:14]([NH2:18])[cH:15][cH:16][cH:17]2)[n:11]1.[Na+:31].[OH-:30].[OH2:37]>>[NH:3]([C:4](=[NH:5])[NH2:6])[c:7]1[s:8][cH:9][c:10](-[c:12]2[cH:13][c:14]([NH:18][C:28](=[N:27][C:19]([c:20]3[cH:21][cH:22][cH:23][cH:24][cH:25]3)=[O:26])[NH2:29])[cH:15][cH:16][cH:17]2)[n:11]1. Starting materials: C1(=CC=CC=C1)C1=NNC(C2=C1OC=C2)=O (7-phenyl-furano[2,3-d]pyridazine-4-(5H)-one), P(=O)(Cl)(Cl)Cl (phosphorus oxychloride). Solvent: ClC(C)Cl (dichloroethane). Reaction conditions: temperature 100 celsius, time 3 hour. Yields the product ClC1=C2C(=C(N=N1)C1=CC=CC=C1)OC=C2 (4-chloro-7-phenyl-furano[2,3-d]pyridazine). As a reaction SMILES: [C:1]1([C:7]2[C:12]3[O:13][CH:14]=[CH:15][C:11]=3[C:10](=O)[NH:9][N:8]=2)[CH:6]=[CH:5][CH:4]=[CH:3][CH:2]=1.P(Cl)(Cl)([Cl:19])=O>ClC(Cl)C>[Cl:19][C:10]1[N:9]=[N:8][C:7]([C:1]2[CH:6]=[CH:5][CH:4]=[CH:3][CH:2]=2)=[C:12]2[O:13][CH:14]=[CH:15][C:11]=12. Procedure: 0.15 g of 7-phenyl-furano[2,3-d]pyridazine-4-(5H)-one and 10 ml of phosphorus oxychloride were dissolved in 10 ml of dichloroethane, and the solution was stirred at 100° C. for 3 hours. The reaction solution was concentrated, and a 1-N aqueous KOH solution was added thereto under cooling with ice. The solution was extracted with chloroform and dried. The solvent was distilled off, thereby obtaining 0.10 g of 4-chloro-7-phenyl-furano[2,3-d]pyridazine.